This data is from the Open Reaction Database (ORD), a public repository of structured organic reaction records. The task is: describe an organic reaction: reactants, conditions, products, and yield Reactants: O (water), CC(=CC(=O)O)CCC=C(CCC=C(CCC=C(CCC=C(CCC=C(CCC=C(C)C)C)C)C)C)C (3,7,11,15,19,23,27-heptamethyl-2,6,10,14, 18,22,26-octacosaheptaenoic acid), [Na] (sodium), [Na] (sodium), Cl (hydrochloric acid). Product: CC(CC(=O)O)CCC=C(CCC=C(CCC=C(CCC=C(CCC=C(CCC=C(C)C)C)C)C)C)C (3,7,11,15,19,23,27-heptamethyl-6,10,14,18,22, 26-octacosahexaenoic acid). Run in CCCCCO (n-amyl alcohol). As a reaction SMILES: [CH3:1][C:2]([CH2:7][CH2:8][CH:9]=[C:10]([CH3:37])[CH2:11][CH2:12][CH:13]=[C:14]([CH3:36])[CH2:15][CH2:16][CH:17]=[C:18]([CH3:35])[CH2:19][CH2:20][CH:21]=[C:22]([CH3:34])[CH2:23][CH2:24][CH:25]=[C:26]([CH3:33])[CH2:27][CH2:28][CH:29]=[C:30]([CH3:32])[CH3:31])=[CH:3][C:4]([OH:6])=[O:5].[Na].O.Cl>CCCCCO>[CH3:1][CH:2]([CH2:7][CH2:8][CH:9]=[C:10]([CH3:37])[CH2:11][CH2:12][CH:13]=[C:14]([CH3:36])[CH2:15][CH2:16][CH:17]=[C:18]([CH3:35])[CH2:19][CH2:20][CH:21]=[C:22]([CH3:34])[CH2:23][CH2:24][CH:25]=[C:26]([CH3:33])[CH2:27][CH2:28][CH:29]=[C:30]([CH3:32])[CH3:31])[CH2:3][C:4]([OH:6])=[O:5] |^1:37|. Reported procedure: 82 g of 3,7,11,15,19,23,27-heptamethyl-2,6,10,14, 18,22,26-octacosaheptaenoic acid was dissolved in 1 l of n-amyl alcohol and 74 g of metallic sodium was added portionwise while the solution was vigorously stirred. After metallic sodium was completely dissolved, the reaction solution was poured into iced water and was made acidic by adding 300 ml of 6N hydrochloric acid. It was then extracted with 1 l of n-hexane, washed with water, dried and concentrated. 78 g of colorless, oily 3,7,11,15,19,23... Starting materials: COC=1C=C2C(=CC=NC2=CC1OC)OC1=CC(=C(N)C=C1C)C (4-[(6,7-Dimethoxy-4-quinolyl)oxy]-2,5-dimethylaniline), ClC(Cl)(OC(OC(Cl)(Cl)Cl)=O)Cl (triphosgene), C([O-])(O)=O.[Na+] (sodium bicarbonate), O1CCC(CC1)O (tetrahydro-2H-4-pyranol). Run in C(C)N(CC)CC (triethylamine), C1(=CC=CC=C1)C (toluene), C(Cl)Cl (methylene chloride). Product: COC=1C=C2C(=CC=NC2=CC1OC)OC1=CC(=C(C=C1C)NC(OC1CCOCC1)=O)C (Tetrahydro-2H-4-pyranyl N-{4-[(6,7-dimethoxy-4-quinolyl)oxy]-2,5-dimethylphenyl}carbamate). Isolated yield 81.7%. Reaction SMILES: [CH3:1][O:2][C:3]1[CH:4]=[C:5]2[C:10](=[CH:11][C:12]=1[O:13][CH3:14])[N:9]=[CH:8][CH:7]=[C:6]2[O:15][C:16]1[C:22]([CH3:23])=[CH:21][C:19]([NH2:20])=[C:18]([CH3:24])[CH:17]=1.ClC(Cl)(O[C:29](=[O:35])[O:30][C:31](Cl)(Cl)Cl)Cl.[O:37]1[CH2:42][CH2:41]C(O)[CH2:39][CH2:38]1.C(=O)(O)[O-].[Na+]>C(Cl)Cl.C(N(CC)CC)C.C1(C)C=CC=CC=1>[CH3:1][O:2][C:3]1[CH:4]=[C:5]2[C:10](=[CH:11][C:12]=1[O:13][CH3:14])[N:9]=[CH:8][CH:7]=[C:6]2[O:15][C:16]1[C:22]([CH3:23])=[CH:21][C:19]([NH:20][C:29](=[O:35])[O:30][CH:31]2[CH2:41][CH2:42][O:37][CH2:38][CH2:39]2)=[C:18]([CH3:24])[CH:17]=1 |f:3.4|. Procedure details: 4-[(6,7-Dimethoxy-4-quinolyl)oxy]-2,5-dimethylaniline (50 mg) was added to toluene (5 ml) and triethylamine (0.5 ml), and the mixture was heated under reflux to prepare a solution. A solution of triphosgene (68 mg) in methylene chloride was then added thereto, and the mixture was heated under reflux for 10 min. Next, tetrahydro-2H-4-pyranol (24 mg) was added thereto, and the mixture was further stirred with heating under reflux for 3 hr. A saturated aqueous sodium bicarbonate solution was added ... The reactants are ClC=1C(=CC(=NC1)C(=O)O)OC1COC1 (5-Chloro-4-(oxetan-3-yloxy)-pyridine-2-carboxylic acid), CC(C(C=1SC=CN1)N)(C)C (2,2-Dimethyl-1-thiazol-2-yl-propylamine). Yields the product CC(C(C=1SC=CN1)NC(=O)C1=NC=C(C(=C1)OC1COC1)Cl)(C)C (5-Chloro-4-(oxetan-3-yloxy)-pyridine-2-carboxylic acid (2,2-dimethyl-1-thiazol-2-yl-propyl)-amide). Reaction SMILES: [Cl:1][C:2]1[C:3]([O:11][CH:12]2[CH2:15][O:14][CH2:13]2)=[CH:4][C:5]([C:8]([OH:10])=O)=[N:6][CH:7]=1.[CH3:16][C:17]([CH3:26])([CH3:25])[CH:18]([NH2:24])[C:19]1[S:20][CH:21]=[CH:22][N:23]=1>>[CH3:16][C:17]([CH3:26])([CH3:25])[CH:18]([NH:24][C:8]([C:5]1[CH:4]=[C:3]([O:11][CH:12]2[CH2:15][O:14][CH2:13]2)[C:2]([Cl:1])=[CH:7][N:6]=1)=[O:10])[C:19]1[S:20][CH:21]=[CH:22][N:23]=1. Procedure details: The title compound was synthesized in analogy to Example 24d, using 5-Chloro-4-(oxetan-3-yloxy)-pyridine-2-carboxylic acid (Example 23a) and 2,2-Dimethyl-1-thiazol-2-yl-propylamine (CAN 1247122-26-4) as starting materials and isolated (21.6 mg, 37%) as white solid; MS (ESI, m/z): 382.3 (M+H+).